From a dataset of the Open Reaction Database (ORD), a public repository of structured organic reaction records. describe an organic reaction: reactants, conditions, products, and yield The reactants are CCO, Cc1ccccc1, O=C(NC1CCc2ccccc2-n2ccnc21)OCc1ccccc1. The product is NC1CCc2ccccc2-n2ccnc21. Reaction SMILES: [CH3:26][CH2:27][OH:28].[CH3:29][c:30]1[cH:31][cH:32][cH:33][cH:34][cH:35]1.[cH:1]1[cH:2][n:3][c:4]2[n:5]1-[c:6]1[c:7]([cH:22][cH:23][cH:24][cH:25]1)[CH2:8][CH2:9][CH:10]2[NH:11][C:12](=[O:13])[O:14][CH2:15][c:16]1[cH:17][cH:18][cH:19][cH:20][cH:21]1>>[cH:1]1[cH:2][n:3][c:4]2[n:5]1-[c:6]1[c:7]([cH:22][cH:23][cH:24][cH:25]1)[CH2:8][CH2:9][CH:10]2[NH2:11]. The reactants are C(O)([O-])=O.[Na+] (sodium hydrogen carbonate), C(C)(=O)O[C@H]1[C@H](OC(C)=O)[C@@H](OC)[C@H](OC(C)=O)[C@H](O1)COC(C)=O (1,2,4,6-Tetra-O-acetyl-3-O-methyl-β-D-glucopyranose), B(F)(F)F.CCOCC (trifluoroborane diethyl etherate), C(C)S (Ethanethiol). Run in C1(=CC=CC=C1)C (toluene). Product: C(C)(=O)O[C@H]1[C@H](SCC)O[C@@H]([C@H]([C@@H]1OC)OC(C)=O)COC(C)=O (Ethyl 2,4,6-Tri-O-acetyl-3-O-methyl-1-thio-β-D-glucopyranoside). Yield: 53438.8%. Reaction SMILES: C(O[C@@H:5]1[O:20][C@H:19]([CH2:21][O:22][C:23](=[O:25])[CH3:24])[C@@H:14]([O:15][C:16](=[O:18])[CH3:17])[C@H:11]([O:12][CH3:13])[C@H:6]1[O:7][C:8](=[O:10])[CH3:9])(=O)C.[CH2:26]([SH:28])[CH3:27].B(F)(F)F.CCOCC.C(=O)([O-])O.[Na+]>C1(C)C=CC=CC=1>[C:8]([O:7][C@@H:6]1[C@@H:11]([O:12][CH3:13])[C@H:14]([O:15][C:16](=[O:18])[CH3:17])[C@@H:19]([CH2:21][O:22][C:23](=[O:25])[CH3:24])[O:20][C@H:5]1[S:28][CH2:26][CH3:27])(=[O:10])[CH3:9] |f:2.3,4.5|. Procedure: 1,2,4,6-Tetra-O-acetyl-3-O-methyl-β-D-glucopyranose 1 (69 g, 0.19 mmol), (B. Helferich et al., J. prakt. Chem., 132, 321 (1932)) is dissolved in toluene (580 ml). Ethanethiol (28 ml, 0.38 mmol) is added, followed by dropwise addition of a solution of trifluoroborane diethyl etherate (1 M in toluene, 190 ml). The mixture is left stirring for 1.5 hours (TLC), solid sodium hydrogen carbonate is introduced and the mixture is filtered, washed with water, dried and concentrated. Chromatography on a co... Reactants: CCC(=O)Cl, Cl, O=C(NC1CCNCC1)c1c[nH]c2c(-c3cc(F)ccc3OCC3CC3)ncnc12. Yields the product CCC(=O)N1CCC(NC(=O)c2c[nH]c3c(-c4cc(F)ccc4OCC4CC4)ncnc23)CC1. As a reaction SMILES: [C:32]([CH2:33][CH3:34])(=[O:35])[Cl:36].[ClH:1].[NH:2]1[CH2:3][CH2:4][CH:5]([NH:8][C:9](=[O:10])[c:11]2[cH:12][nH:13][c:14]3[c:15]2[n:16][cH:17][n:18][c:19]3-[c:20]2[c:21]([O:27][CH2:28][CH:29]3[CH2:30][CH2:31]3)[cH:22][cH:23][c:24]([F:26])[cH:25]2)[CH2:6][CH2:7]1>>[N:2]1([C:32]([CH2:33][CH3:34])=[O:35])[CH2:3][CH2:4][CH:5]([NH:8][C:9](=[O:10])[c:11]2[cH:12][nH:13][c:14]3[c:15]2[n:16][cH:17][n:18][c:19]3-[c:20]2[c:21]([O:27][CH2:28][CH:29]3[CH2:30][CH2:31]3)[cH:22][cH:23][c:24]([F:26])[cH:25]2)[CH2:6][CH2:7]1.